From a dataset of the Open Reaction Database (ORD), a public repository of structured organic reaction records. describe an organic reaction: reactants, conditions, products, and yield Starting materials: FC(S(=O)(=O)O)(F)F (trifluoromethanesulfonic acid), O=C1N(C(C2=CC=CC=C12)=O)[C@H](C(=O)N1C=CCC=C1)CC1=CC=CC=C1 ((S)-N-[2-(1,3-dihydro-1,3-dioxo-2H-isoindol-2-yl)-1-oxo-3-phenylpropyl]-1,4-dihydro-pyridine), FC(S(=O)(=O)O)(F)F (trifluoromethanesulfonic acid), C(C)(=O)OCC.CCCCCC (ethyl acetate hexane), C(C)(=O)OCC.CCCCCC (ethyl acetate hexane). Run in ClCCl (dichloromethane). Reaction conditions: time 2.5 hour. The product is O=C1N(C(C2=CC=CC=C12)=O)[C@@H]1C(N2C(C3=C(C1)C=CC=C3)CCC=C2)=O ((S)-7-[(1,3-Dihydro-1,3-dioxo-2H-isoindol-2-yl)]-1,2,6,7,8,12b-hexahydro-6-oxopyrido[2,1-a][2]benzazepine). Reaction SMILES: [O:1]=[C:2]1[C:10]2[C:5](=[CH:6][CH:7]=[CH:8][CH:9]=2)[C:4](=[O:11])[N:3]1[C@@H:12]([CH2:21][C:22]1[CH:27]=[CH:26][CH:25]=[CH:24][CH:23]=1)[C:13]([N:15]1[CH:20]=[CH:19][CH2:18][CH:17]=[CH:16]1)=[O:14].FC(F)(F)S(O)(=O)=O.C(OCC)(=O)C.CCCCCC>ClCCl>[O:11]=[C:4]1[C:5]2[C:10](=[CH:9][CH:8]=[CH:7][CH:6]=2)[C:2](=[O:1])[N:3]1[C@H:12]1[CH2:21][C:22]2[CH:27]=[CH:26][CH:25]=[CH:24][C:23]=2[CH:16]2[CH2:17][CH2:18][CH:19]=[CH:20][N:15]2[C:13]1=[O:14] |f:2.3|. Reported procedure: Add a solution of (S)-N-[2-(1,3-dihydro-1,3-dioxo-2H-isoindol-2-yl)-1-oxo-3-phenylpropyl]-1,4-dihydro-pyridine (1.1 g, 3.1 mmol) in dichloromethane (2 mL) to trifluoromethanesulfonic acid (1.2 mL). After 2.5 hours, add trifluoromethanesulfonic acid (1.2 mL). After 4 hours, partition the reaction mixture between ethyl acetate and 5% sodium bicarbonate solution. Dry the organic layer over Na2SO4, filter, and evaporate in vacuo to give a residue. Chromatograph the residue on silica gel eluting sequ... Reactants: ClC=1C=C(C=C(C1)Cl)C1=NN(C(=C1)C=1C=C2N=CC=NC2=CC1)C(C)C1=CC=C(C(=O)O)C=C1 (4-{1-[3-(3,5-dichlorophenyl)-5-quinoxalin-6-yl-1H-pyrazol-1-yl]ethyl}benzoic acid), Cl.NCCC(=O)OCC (ethyl β-alaninate hydrochloride), ON1N=NC2=C1N=CC=C2 (1-hydroxy-7-azabenzo-triazole), C(C)(C)N(C(C)C)CC (N,N-diisopropylethyl amine), Cl.CN(CCCN=C=NCC)C (1-[3-(dimethylamino)propyl]-3-ethyl carbodiimide hydrochloride). The solvent is CCOC(=O)C (EtOAc), CN(C)C=O (DMF). Conditions: time 12 hour. Product: ClC=1C=C(C=C(C1)Cl)C1=NN(C(=C1)C=1C=C2N=CC=NC2=CC1)C(C)C1=CC=C(C(=O)NCCC(=O)OCC)C=C1 (Ethyl N-(4-{1-[3-(3,5-dichlorophenyl)-5-quinoxalin-6-yl-1H-pyrazol-1-yl]ethyl}benzoyl)-β-alaninate). As a reaction SMILES: [Cl:1][C:2]1[CH:3]=[C:4]([C:9]2[CH:13]=[C:12]([C:14]3[CH:15]=[C:16]4[C:21](=[CH:22][CH:23]=3)[N:20]=[CH:19][CH:18]=[N:17]4)[N:11]([CH:24]([C:26]3[CH:34]=[CH:33][C:29]([C:30](O)=[O:31])=[CH:28][CH:27]=3)[CH3:25])[N:10]=2)[CH:5]=[C:6]([Cl:8])[CH:7]=1.Cl.[NH2:36][CH2:37][CH2:38][C:39]([O:41][CH2:42][CH3:43])=[O:40].ON1C2N=CC=CC=2N=N1.C(N(CC)C(C)C)(C)C.Cl.CN(C)CCCN=C=NCC>CN(C=O)C.CCOC(C)=O>[Cl:8][C:6]1[CH:5]=[C:4]([C:9]2[CH:13]=[C:12]([C:14]3[CH:15]=[C:16]4[C:21](=[CH:22][CH:23]=3)[N:20]=[CH:19][CH:18]=[N:17]4)[N:11]([CH:24]([C:26]3[CH:27]=[CH:28][C:29]([C:30]([NH:36][CH2:37][CH2:38][C:39]([O:41][CH2:42][CH3:43])=[O:40])=[O:31])=[CH:33][CH:34]=3)[CH3:25])[N:10]=2)[CH:3]=[C:2]([Cl:1])[CH:7]=1 |f:1.2,5.6|. Procedure details: To a solution of the intermediate from step G (39.7 mg, 0.08 mmol) in 3 mL of anhydrous DMF was added ethyl β-alaninate hydrochloride (19 mg, 0.12), 1-hydroxy-7-azabenzo-triazole (17 mg, 0.12 mmol), N,N-diisopropylethyl amine (0.04 mL, 0.24 mmol), and 1-[3-(dimethylamino)propyl]-3-ethyl carbodiimide hydrochloride (24 mg, 0.12 mmol). The reaction was left stirring at room temperature for 12 hours then diluted with EtOAc and washed with 1N HCl (2×), saturated sodium bicarbonate (2×), and brine (1×...